This data is from the Open Reaction Database (ORD), a public repository of structured organic reaction records. The task is: describe an organic reaction: reactants, conditions, products, and yield The reactants are Cc1cc(Br)cc(C)c1Oc1nc(N(C(=O)OC(C)(C)C)c2ccc(C#N)cc2)nc2cc[nH]c12, C1CCOC1, C[Si](C)(C)[N-][Si](C)(C)C, [Li+]. Yields the product Cc1cc(Br)cc(C)c1Oc1nc(N(C(=O)OC(C)(C)C)c2ccc(C#N)cc2)nc2ccn(C)c12. As a reaction SMILES: [Br:1][c:2]1[cH:3][c:4]([CH3:35])[c:5]([O:6][c:7]2[c:8]3[c:9]([n:10][c:11]([N:13]([C:14]([O:15][C:16]([CH3:17])([CH3:18])[CH3:19])=[O:20])[c:21]4[cH:22][cH:23][c:24]([C:27]#[N:28])[cH:25][cH:26]4)[n:12]2)[cH:29][cH:30][nH:31]3)[c:32]([CH3:34])[cH:33]1.[CH2:46]1[O:47][CH2:48][CH2:49][CH2:50]1.[CH3:37][Si:38]([N-:39][Si:40]([CH3:41])([CH3:42])[CH3:43])([CH3:44])[CH3:45].[Li+:36]>>[Br:1][c:2]1[cH:3][c:4]([CH3:35])[c:5]([O:6][c:7]2[c:8]3[c:9]([n:10][c:11]([N:13]([C:14]([O:15][C:16]([CH3:17])([CH3:18])[CH3:19])=[O:20])[c:21]4[cH:22][cH:23][c:24]([C:27]#[N:28])[cH:25][cH:26]4)[n:12]2)[cH:29][cH:30][n:31]3[CH3:37])[c:32]([CH3:34])[cH:33]1.